This data is from the Open Reaction Database (ORD), a public repository of structured organic reaction records. The task is: describe an organic reaction: reactants, conditions, products, and yield Starting materials: CC(=O)NC(CCc1ccc(-c2ccc(O)cc2F)cc1)(COC(C)=O)COC(C)=O, CC(=O)[O-], CC(=O)[O-], ClCCl, Cc1ccc(B(O)O)cc1, [Cu+2], O=C(O)CC(O)(CC(=O)O)C(=O)O, c1ccncc1. Product: CC(=O)NC(CCc1ccc(-c2ccc(Oc3ccc(C)cc3)cc2F)cc1)(COC(C)=O)COC(C)=O. Reaction SMILES: [C:1]([CH3:2])(=[O:3])[O:4][CH2:5][C:6]([CH2:7][CH2:8][c:9]1[cH:10][cH:11][c:12](-[c:15]2[c:16]([F:22])[cH:17][c:18]([OH:21])[cH:19][cH:20]2)[cH:13][cH:14]1)([CH2:23][O:24][C:25]([CH3:26])=[O:27])[NH:28][C:29]([CH3:30])=[O:31].[C:64]([O-:65])(=[O:66])[CH3:67].[C:69]([O-:70])(=[O:71])[CH3:72].[CH2:61]([Cl:62])[Cl:63].[CH3:32][c:33]1[cH:34][cH:35][c:36]([B:39]([OH:40])[OH:41])[cH:37][cH:38]1.[Cu+2:68].[OH:48][C:49]([CH2:50][C:51]([C:52](=[O:53])[OH:54])([CH2:55][C:56](=[O:57])[OH:58])[OH:59])=[O:60].[cH:42]1[cH:43][cH:44][n:45][cH:46][cH:47]1>>[C:1]([CH3:2])(=[O:3])[O:4][CH2:5][C:6]([CH2:7][CH2:8][c:9]1[cH:10][cH:11][c:12](-[c:15]2[c:16]([F:22])[cH:17][c:18]([O:21][c:36]3[cH:35][cH:34][c:33]([CH3:32])[cH:38][cH:37]3)[cH:19][cH:20]2)[cH:13][cH:14]1)([CH2:23][O:24][C:25]([CH3:26])=[O:27])[NH:28][C:29]([CH3:30])=[O:31]. Starting materials: Cl (HCl), FC(C=1C=C(C=C(C1)C(F)(F)F)C(C(=O)N(C)C=1C=NC(=CC1C=1C(=NC(=CC1)F)C)N1C[C@H]2COCCN2C[C@H]1CO)(C)C)(F)F (2-[3,5-bis(trifluoromethyl)phenyl]-N-{6-fluoro-6′-[(7S,9aS)-7-(hydroxymethyl)hexahydropyrazino[2,1-c][1,4]oxazin-8(1H)-yl]-2-methyl-3,4′-bipyridin-3′-yl}-N,2-dimethylpropanamide). The product is Cl.FC(C=1C=C(C=C(C1)C(F)(F)F)C(C(=O)N(C)C=1C=NC(=CC1C=1C(=NC(=CC1)F)C)N1C[C@H]2COCCN2C[C@H]1CO)(C)C)(F)F (2-[3,5-bis(trifluoromethyl)phenyl]-N-{6-fluoro-6′-[(7S,9aS)-7-(hydroxymethyl)hexahydropyrazino[2,1-c][1,4]oxazin-8(1H)-yl]-2-methyl-3,4′-bipyridin-3′-yl}-N,2-dimethylpropanamide hydrochloride). RXN SMILES: [ClH:1].[F:2][C:3]([F:48])([F:47])[C:4]1[CH:5]=[C:6]([C:14]([CH3:46])([CH3:45])[C:15]([N:17]([C:19]2[CH:20]=[N:21][C:22]([N:33]3[C@H:42]([CH2:43][OH:44])[CH2:41][N:40]4[C@H:35]([CH2:36][O:37][CH2:38][CH2:39]4)[CH2:34]3)=[CH:23][C:24]=2[C:25]2[C:26]([CH3:32])=[N:27][C:28]([F:31])=[CH:29][CH:30]=2)[CH3:18])=[O:16])[CH:7]=[C:8]([C:10]([F:13])([F:12])[F:11])[CH:9]=1>>[ClH:1].[F:48][C:3]([F:2])([F:47])[C:4]1[CH:5]=[C:6]([C:14]([CH3:45])([CH3:46])[C:15]([N:17]([C:19]2[CH:20]=[N:21][C:22]([N:33]3[C@H:42]([CH2:43][OH:44])[CH2:41][N:40]4[C@H:35]([CH2:36][O:37][CH2:38][CH2:39]4)[CH2:34]3)=[CH:23][C:24]=2[C:25]2[C:26]([CH3:32])=[N:27][C:28]([F:31])=[CH:29][CH:30]=2)[CH3:18])=[O:16])[CH:7]=[C:8]([C:10]([F:13])([F:12])[F:11])[CH:9]=1 |f:2.3|. Reported procedure: HCl salt made as described in example 41 starting from 2-[3,5-bis(trifluoromethyl)phenyl]-N-{6-fluoro-6′-[(7S,9aS)-7-(hydroxymethyl)hexahydropyrazino[2,1-c][1,4]oxazin-8(1H)-yl]-2-methyl-3,4′-bipyridin-3′-yl}-N,2-dimethylpropanamide (E43, 11.3 mg) to afford an off white solid. The reactants are BrC1=CC=C(C=C1)OCC(=C)C (1-bromo-4-(2-methylallyloxy)benzene), C(C)(C)(C)OC (methyl tert-butyl ether). Run in CN(C)C=O (DMF). The product is BrC1=CC(=C(C=C1)O)CC(=C)C (4-bromo-2-(2-methylallyl)phenol). Yield: 65.0%. Reaction SMILES: [Br:1][C:2]1[CH:7]=[CH:6][C:5]([O:8]CC(C)=C)=[CH:4][CH:3]=1.[C:13](OC)([CH3:16])([CH3:15])[CH3:14]>CN(C=O)C>[Br:1][C:2]1[CH:3]=[CH:4][C:5]([OH:8])=[C:6]([CH2:15][C:13]([CH3:16])=[CH2:14])[CH:7]=1. Reported procedure: A solution of 1-bromo-4-(2-methylallyloxy)benzene (6) (1.0 g, 4.4 mmol) in DMF (8 mL) was heated in a microwave reactor at 190° C. for 2 h. After cooling to room temperature, the reaction mixture was diluted with methyl tert-butyl ether (50 mL), and washed with H2O (25 mL), brine (25 mL), dried over anhydrous sodium sulfate and concentrated under reduced pressure. The residue was purified by flash chromatography (silica gel, eluting with 5% ethyl acetate in hexanes) to give the title compound (7... Starting materials: C=CC#N, CC#N, [Cl-], O=C(c1ccccc1)c1cc(Cl)ccc1Cl, Cl, Nc1ccc(Cl)cc1C(=O)c1ccccc1, O. Product: N#CC(Cl)Cc1ccc(Cl)cc1C(=O)c1ccccc1. RXN SMILES: [CH2:18]=[CH:19][C:20]#[N:21].[CH3:38][C:39]#[N:40].[Cl-:17].[Cl:22][c:23]1[cH:24][cH:25][c:26]([Cl:27])[cH:28][c:29]1[C:30]([c:31]1[cH:32][cH:33][cH:34][cH:35][cH:36]1)=[O:37].[ClH:41].[NH2:1][c:2]1[c:3]([C:4](=[O:5])[c:6]2[cH:7][cH:8][cH:9][cH:10][cH:11]2)[cH:12][c:13]([Cl:16])[cH:14][cH:15]1.[OH2:42]>>[c:2]1([CH2:18][CH:19]([C:20]#[N:21])[Cl:22])[c:3]([C:4](=[O:5])[c:6]2[cH:7][cH:8][cH:9][cH:10][cH:11]2)[cH:12][c:13]([Cl:16])[cH:14][cH:15]1. Reactants: CC1=CC=C(C=C1)S(=O)(=O)OCC=1C=NC(=CC1)C ((6-methylpyridin-3-yl)methyl 4-methylbenzenesulfonate), CC1(C=2C(OC1)=CC=1OCC3(C(NC4=CC=CC=C34)=O)C1C2)C (5,5-dimethyl-5,6-dihydrospiro[benzo[1,2-b:5,4-b′]difuran-3,3′-indol]-2′(1′H)-one), BrCC=1OC(=CC1)C(F)(F)F (2-bromomethyl-5-(trifloromethyl)furan), N1C(C2(C3=CC=CC=C13)COC=1C2=CC2=C(OCO2)C1)=O (spiro[furo[2,3-f][1,3]benzodioxole-7,3′-indol]-2′(1H)-one). The product is CC1=CC=C(C=N1)CN1C(C2(C3=CC=CC=C13)COC=1C2=CC2=C(OCO2)C1)=O (1′-[(6-methylpyridin-3-yl)methyl]spiro[furo[2,3-f][1,3]benzodioxole-7,3′-indol]-2′(1′H)-one). Reaction SMILES: CC1C=CC(S(O[CH2:12][C:13]2[CH:14]=[N:15][C:16]([CH3:19])=[CH:17][CH:18]=2)(=O)=O)=CC=1.BrCC1OC(C(F)(F)F)=CC=1.[NH:31]1[C:39]2[C:34](=[CH:35][CH:36]=[CH:37][CH:38]=2)[C:33]2([C:43]3=[CH:44][C:45]4[O:49][CH2:48][O:47][C:46]=4[CH:50]=[C:42]3[O:41][CH2:40]2)[C:32]1=[O:51].CC1(C)COC2=CC3OCC4(C=3C=C12)C1C(=CC=CC=1)NC4=O>>[CH3:19][C:16]1[N:15]=[CH:14][C:13]([CH2:12][N:31]2[C:39]3[C:34](=[CH:35][CH:36]=[CH:37][CH:38]=3)[C:33]3([C:43]4=[CH:44][C:45]5[O:49][CH2:48][O:47][C:46]=5[CH:50]=[C:42]4[O:41][CH2:40]3)[C:32]2=[O:51])=[CH:18][CH:17]=1. Procedure: Following the procedure as described in EXAMPLE 10.21, and making non-critical variations using (6-methylpyridin-3-yl)methyl 4-methylbenzenesulfonate to replace 2-bromomethyl-5-(trifloromethyl)furan, and spiro[furo[2,3-f][1,3]benzodioxole-7,3′-indol]-2′(1H)-one to replace 5,5-dimethyl-5,6-dihydrospiro[benzo[1,2-b:5,4-b′]difuran-3,3′-indol]-2′(1′H)-one, 1′-[(6-methylpyridin-3-yl)methyl]spiro[furo[2,3-f][1,3]benzodioxole-7,3′-indol]-2′(1′H)-one was obtained (56%), which was treated with 2.0 M HCl ... The reactants are C(C(=C)C)(=O)OC(C)OCCCC (1-n-butoxyethyl methacrylate), C(C(=C)C)(=O)OCC1CO1 (glycidyl methacrylate), C(C(C)C)C(=O)C (methyl isobutyl ketone), N(=NC(C(=O)[O-])(CC)C)C(C(=O)[O-])(CC)C (2,2′-azobis(methyl 2-methyipropionate)). Run in CCCCCCC (heptane). Run at time 6 hour. Product: C(C(=C)C)(=O)OC(C)OCCCC.C(C(=C)C)(=O)OCC1CO1 (1-n-butoxyethyl methacrylate glycidyl methacrylate), C(C)(=O)OC(COC)C (propylene glycol monomethyl ether acetate). RXN SMILES: [C:1]([O:6][CH:7]([O:9][CH2:10][CH2:11][CH2:12][CH3:13])[CH3:8])(=[O:5])[C:2]([CH3:4])=[CH2:3].[C:14]([O:19][CH2:20][CH:21]1[O:23][CH2:22]1)(=[O:18])[C:15]([CH3:17])=[CH2:16].[CH2:24](C(C)=O)C(C)C.N(C(C)(CC)C([O-])=O)=NC(C)(CC)C([O-])=O>CCCCCCC>[C:1]([O:6][CH:7]([O:9][CH2:10][CH2:11][CH2:12][CH3:13])[CH3:8])(=[O:5])[C:2]([CH3:4])=[CH2:3].[C:14]([O:19][CH2:20][CH:21]1[O:23][CH2:22]1)(=[O:18])[C:15]([CH3:17])=[CH2:16].[C:14]([O:19][CH:20]([CH3:24])[CH2:21][O:23][CH3:22])(=[O:18])[CH3:15] |f:5.6|. Reported procedure: Into a 500 ml-volume three-neck flask, 67.1 g (0.36 mol) of 1-n-butoxyethyl methacrylate, 34.1 g (0.24 mol) of glycidyl methacrylate and 300 ml of methyl isobutyl ketone were charged. A catalytic amount of 2,2′-azobis(methyl 2-methyipropionate) was added thereto as a radical polymerization initiator, and polymerization was allowed to proceed at 80° C. for 6 hours in a nitrogen stream. The reaction solution was cooled and then poured in a large amount of heptane to precipitate a polymer. The crys... Reactants: CC1(OC2=C(C3=C1CCC3)C(=CC(=C2)C(C)C(CCCCC)C)O)C (4,4-Dimethyl-9-hydroxy-7-(3-methyl-2-octyl)-1,2,3,4-tetrahydrocyclopenta[c][1]benzopyran), C(Cl)Cl (methylene chloride), product, Cl.N1(CCCC1)CCCC(=O)O (γ-pyrrolidinobutyric acid hydrochloride), C1(CCCCC1)N=C=NC1CCCCC1 (dicyclohexylcarbodiimide). Solvent: CO.C(Cl)(Cl)Cl (MeOH CHCl3). Product: Cl.CC1(OC2=C(C3=C1CCC3)C(=CC(=C2)C(C)C(CCCCC)C)OC(CCCN2CCCC2)=O)C (4,4-Dimethyl-7-(3-methyl-2-octyl)-9-[4-(pyrrolidino)butyryloxy]-1,2,3,4-tetrahydrocyclopenta[ c][1]benzopyran hydrochloride). RXN SMILES: [CH3:1][C:2]1([CH3:25])[C:7]2[CH2:8][CH2:9][CH2:10][C:6]=2[C:5]2[C:11]([OH:24])=[CH:12][C:13]([CH:15]([CH:17]([CH3:23])[CH2:18][CH2:19][CH2:20][CH2:21][CH3:22])[CH3:16])=[CH:14][C:4]=2[O:3]1.Cl.[N:27]1([CH2:32][CH2:33][CH2:34][C:35](O)=[O:36])[CH2:31][CH2:30][CH2:29][CH2:28]1.C1(N=C=NC2CCCCC2)CCCCC1.C(Cl)[Cl:54]>CO.C(Cl)(Cl)Cl>[ClH:54].[CH3:25][C:2]1([CH3:1])[C:7]2[CH2:8][CH2:9][CH2:10][C:6]=2[C:5]2[C:11]([O:24][C:35](=[O:36])[CH2:34][CH2:33][CH2:32][N:27]3[CH2:31][CH2:30][CH2:29][CH2:28]3)=[CH:12][C:13]([CH:15]([CH:17]([CH3:23])[CH2:18][CH2:19][CH2:20][CH2:21][CH3:22])[CH3:16])=[CH:14][C:4]=2[O:3]1 |f:1.2,5.6,7.8|. Procedure details: 3.21 g. (9.37 mmole) of 4,4-Dimethyl-9-hydroxy-7-(3-methyl-2-octyl)-1,2,3,4-tetrahydrocyclopenta[c][1]benzopyran was combined with 1.82 g. (9.37 mmole) of γ-pyrrolidinobutyric acid hydrochloride and 2.06 g. (10.0 mmole) of dicyclohexylcarbodiimide in 150 ml. of methylene chloride and stirred at room temperature for 21/2 hours. The insoluble by-product of dicyclohexylurea was removed by filtration and the filtrate was evaporated to give a residue which crystallized upon standing. The material was... Product: NC=1C(=C(C=CC1Cl)CC(C(=O)OC(C)(C)C)C)C ((+/−)-tert-butyl 3-(3-amino-4-chloro-2-methylphenyl)-2-methylpropanoate). Procedure details: A solution of 1.58 g (5.61 mmol) of a mixture of tert-butyl (2E)-3-(3-amino-4-chloro-2-methylphenyl)-2-methylacrylate and tert-butyl 2-(3-amino-4-chloro-2-methylbenzyl)acrylate (Example 135A) in 5.0 ml of methanol was added to 354 mg (14.6 mmol) of magnesium turnings and a few grains of iodine. The mixture was stirred at RT (initially with cooling) overnight. 50 ml of 1 N hydrochloric acid were then added with ice-cooling. By addition of 10% strength aqueous sodium hydroxide solution, the pH of ... The reactants are mixture, NC=1C(=C(C=CC1Cl)/C=C(/C(=O)OC(C)(C)C)\C)C (tert-butyl (2E)-3-(3-amino-4-chloro-2-methylphenyl)-2-methylacrylate), NC=1C(=C(CC(C(=O)OC(C)(C)C)=C)C=CC1Cl)C (tert-butyl 2-(3-amino-4-chloro-2-methylbenzyl)acrylate), [Mg] (magnesium), II (iodine), [OH-].[Na+] (sodium hydroxide), Cl (hydrochloric acid). Run in CO (methanol). Reaction SMILES: [NH2:1][C:2]1[C:3]([CH3:19])=[C:4](/[CH:9]=[C:10](\[CH3:18])/[C:11]([O:13][C:14]([CH3:17])([CH3:16])[CH3:15])=[O:12])[CH:5]=[CH:6][C:7]=1[Cl:8].NC1C(C)=C(C=CC=1Cl)CC(=C)C(OC(C)(C)C)=O.[Mg].II.Cl.[OH-].[Na+]>CO>[NH2:1][C:2]1[C:3]([CH3:19])=[C:4]([CH2:9][CH:10]([CH3:18])[C:11]([O:13][C:14]([CH3:16])([CH3:15])[CH3:17])=[O:12])[CH:5]=[CH:6][C:7]=1[Cl:8] |f:5.6|. The reactants are FC1=C(C=CC(=C1)I)NC=1N(C(C(=CC1C(=O)OC)C)=O)C (methyl 2-(2-fluoro-4-iodophenylamino)-1,5-dimethyl-6-oxo-1,6-dihydropyridine-3-carboxylate), C1CCOC1 (THF), [Li+].[OH-] (LiOH). Run in O (H2O). Reaction conditions: time 72 hour. Product: FC1=C(C=CC(=C1)I)NC=1N(C(C(=CC1C(=O)O)C)=O)C (2-(2-fluoro-4-iodophenylamino)-1,5-dimethyl-6-oxo-1,6-dihydropyridine-3-carboxylic acid). The yield is 78.4%. As a reaction SMILES: [F:1][C:2]1[CH:7]=[C:6]([I:8])[CH:5]=[CH:4][C:3]=1[NH:9][C:10]1[N:11]([CH3:22])[C:12](=[O:21])[C:13]([CH3:20])=[CH:14][C:15]=1[C:16]([O:18]C)=[O:17].C1COCC1.[Li+].[OH-]>O>[F:1][C:2]1[CH:7]=[C:6]([I:8])[CH:5]=[CH:4][C:3]=1[NH:9][C:10]1[N:11]([CH3:22])[C:12](=[O:21])[C:13]([CH3:20])=[CH:14][C:15]=1[C:16]([OH:18])=[O:17] |f:2.3|. Reported procedure: A 100 mL round-bottom flask was charged with methyl 2-(2-fluoro-4-iodophenylamino)-1,5-dimethyl-6-oxo-1,6-dihydropyridine-3-carboxylate (2.38 g, 6.72 mmol) and THF (80 mL). To the mixture was added LiOH (20 mmol) previously dissolved in 30 mL of H2O and the reaction was stirred at room temperature for 72 hours. The organic solvent was removed under reduced pressure and the resulting aqueous layer was acidified with 1N aq. HCl. The precipitate was filtered and dried under vacuum to afford the tit...